The task is: describe an organic reaction: reactants, conditions, products, and yield. This data is from the Open Reaction Database (ORD), a public repository of structured organic reaction records. The reactants are C=CC1OC(C)(C)OC1C(CC=O)OCOC, CCOCC, Cl, NO, c1ccncc1. Yields the product C=CC1OC(C)(C)OC1C(CC=NO)OCOC. RXN SMILES: [CH3:1][C:2]1([CH3:17])[O:3][CH:4]([CH:5]([CH2:6][CH:7]=[O:8])[O:9][CH2:10][O:11][CH3:12])[CH:13]([CH:14]=[CH2:15])[O:16]1.[CH3:27][CH2:28][O:29][CH2:30][CH3:31].[ClH:18].[NH2:19][OH:20].[cH:21]1[cH:22][cH:23][n:24][cH:25][cH:26]1>>[CH3:1][C:2]1([CH3:17])[O:3][CH:4]([CH:5]([CH2:6][CH:7]=[N:19][OH:20])[O:9][CH2:10][O:11][CH3:12])[CH:13]([CH:14]=[CH2:15])[O:16]1.